This data is from the Open Reaction Database (ORD), a public repository of structured organic reaction records. The task is: describe an organic reaction: reactants, conditions, products, and yield Starting materials: ClC=1C=CC(=C(C1)NC1CCN(CC1)C(=O)OC(C)(C)C)[N+](=O)[O-] (1,1-Dimethylethyl 4-[(5-chloro-2-nitrophenyl)amino]-piperidinecarboxylate), O.NN (hydrazine monohydrate). Reagents/catalysts: [Ni] (Raney nickel). Run in C(C)O (ethanol). Run at temperature 40 celsius, time 30 minute. The product is NC1=C(C=C(C=C1)Cl)NC1CCN(CC1)C(=O)OC(C)(C)C (1,1-Dimethylethyl 4-[(2-amino-5-chlorophenyl)amino]-1-piperidinecarboxylate). RXN SMILES: [Cl:1][C:2]1[CH:3]=[CH:4][C:5]([N+:22]([O-])=O)=[C:6]([NH:8][CH:9]2[CH2:14][CH2:13][N:12]([C:15]([O:17][C:18]([CH3:21])([CH3:20])[CH3:19])=[O:16])[CH2:11][CH2:10]2)[CH:7]=1.O.NN>C(O)C.[Ni]>[NH2:22][C:5]1[CH:4]=[CH:3][C:2]([Cl:1])=[CH:7][C:6]=1[NH:8][CH:9]1[CH2:10][CH2:11][N:12]([C:15]([O:17][C:18]([CH3:21])([CH3:20])[CH3:19])=[O:16])[CH2:13][CH2:14]1 |f:1.2|. Procedure: 1,1-Dimethylethyl 4-[(5-chloro-2-nitrophenyl)amino]-piperidinecarboxylate D27 (6.3 g) was dissolved in ethanol (100 mL) and Raney nickel (50% aqueous suspension, 5 mL) was added at room temperature; the mixture was heated to 40° C. and hydrazine monohydrate (3.0 mL) was added over 30 min. After 30 min more, the reaction mixture was cooled to room temperature, filtered through Celite and the solvent was evaporated to yield the title compound, 5.8 g.